This data is from the Open Reaction Database (ORD), a public repository of structured organic reaction records. The task is: describe an organic reaction: reactants, conditions, products, and yield Reactants: solution, C(C)(C)[N-]C(C)C.[Li+] (lithium diisopropylamide), CCCCCCC.C1CCOC1.C(C)C1=CC=CC=C1 (heptane THF ethylbenzene), CC1=CC=CC(=N1)C1=NC=CC=C1 (6-methyl-2,2′-bipyridine), C(C)(C)(C)P(Cl)C(C)(C)C (di-tert-butylchlorophosphine). Run in O (water), CCOCC (ether), CCOCC (ether). Run at temperature 0 celsius, time 1 hour. Product: C(C)(C)(C)P(C(C)(C)C)CC1=CC=CC(=N1)C1=NC=CC=C1 (6-di-tert-butylphosphinomethyl-2,2′-bipyridine). The yield is 70.9%. Reaction SMILES: [CH3:1][C:2]1[N:7]=[C:6]([C:8]2[CH:13]=[CH:12][CH:11]=[CH:10][N:9]=2)[CH:5]=[CH:4][CH:3]=1.C([N-]C(C)C)(C)C.[Li+].CCCCCCC.C1COCC1.C(C1C=CC=CC=1)C.[C:42]([P:46]([C:48]([CH3:51])([CH3:50])[CH3:49])Cl)([CH3:45])([CH3:44])[CH3:43]>CCOCC.O>[C:42]([P:46]([CH2:1][C:2]1[N:7]=[C:6]([C:8]2[CH:13]=[CH:12][CH:11]=[CH:10][N:9]=2)[CH:5]=[CH:4][CH:3]=1)[C:48]([CH3:51])([CH3:50])[CH3:49])([CH3:45])([CH3:44])[CH3:43] |f:1.2,3.4.5|. Reported procedure: An oven-dried 500 mL three-necked round bottom flask equipped with an argon inlet, a stirring bar, dropping funnel and one rubber septum was cooled under a stream of argon. The flask was then charged with 6-methyl-2,2′-bipyridine (3.40 g, 20 mmol) in 80 mL dry ether. The solution was cooled to 0° C. and 13.4 mL of a 1.8 M solution of commercial lithium diisopropylamide (LDA) in heptane/THF/ethylbenzene (24 mmol) was added dropwise via syringe during 15 minutes. The resulting brown colored mixtur... Reactants: ClCC=1C(=CC=CC1)CCl (α,α′-dichloro-o-xylene), C(C)C(C(=O)[O-])CCCC.[Na+] (sodium 2-ethylhexanoate). Solvent: CN(C=O)C (N,N-dimethylformamide). Conditions: temperature 120 celsius, time 1 hour. Yields the product ClCC=1C(=CC=CC1)CCl (α,α′-dichloro-o-xylene), C(C)C(C(=O)OCC1=C(C=CC=C1)CCl)CCCC ([2-(chloromethyl)phenyl]methyl 2-ethylhexanoate), diester. RXN SMILES: [Cl:1][CH2:2][C:3]1[C:4]([CH2:9][Cl:10])=[CH:5][CH:6]=[CH:7][CH:8]=1.[CH2:11]([CH:13]([CH2:17][CH2:18][CH2:19][CH3:20])[C:14]([O-:16])=[O:15])[CH3:12].[Na+]>CN(C)C=O>[Cl:1][CH2:2][C:3]1[C:4]([CH2:9][Cl:10])=[CH:5][CH:6]=[CH:7][CH:8]=1.[CH2:11]([CH:13]([CH2:17][CH2:18][CH2:19][CH3:20])[C:14]([O:16][CH2:2][C:3]1[CH:8]=[CH:7][CH:6]=[CH:5][C:4]=1[CH2:9][Cl:10])=[O:15])[CH3:12] |f:1.2|. Reported procedure: To a glass-made three-necked flask (volume: 500 ml) with a condenser, 66.5 g (380 mmol) of α,α′-dichloro-o-xylene, 66.5 g of N,N-dimethylformamide and 63.2 g (380 mmol) of sodium 2-ethylhexanoate were added. After the mixture was heated and stirred at 120° C. for one hour, the reaction mixture was analyzed by the gas chromatography. The conversion of α,α′-dichloro-o-xylene, the yield of [2-(chloromethyl)phenyl]methyl 2-ethylhexanoate (based on sodium 2-ethylhexanoate), and the molar ratio of the...